From a dataset of the Open Reaction Database (ORD), a public repository of structured organic reaction records. describe an organic reaction: reactants, conditions, products, and yield The yield is 72.0%. Procedure: A stirred slurry of potassium thioacetate (0.50 g) in a solution of the tosylate produced in Example 62 (2.0 g, 0.0042 mol) in acetone (20 ml) was refluxed under nitrogen for 5 hrs. The reaction mixture was filtered and the filtrate concentrated on the rotary evaporator. The residue was dissolved in ethyl acetate, washed with water and dried over sodium sulfate. The drying agent was filtered, the solvent removed using the rotary evaporator and the residue chromatographed on silica gel using 10% ... Product: C(C)(=O)SCC1CSC(O1)(CCC(=O)OCC)CCC(=O)OCC (Diethyl 5-[(acetylthio)methyl]-1,3-oxathiolane-2,2-dipropanoate). RXN SMILES: [C:1]([O-:4])(=[S:3])[CH3:2].[K+].CC1C=CC(S(O[CH:17]2[O:21][C:20]([CH2:29][CH2:30][C:31]([O:33][CH2:34][CH3:35])=[O:32])([CH2:22][CH2:23][C:24]([O:26][CH2:27][CH3:28])=[O:25])[S:19][CH2:18]2)(=O)=O)=CC=1.[CH3:36]C(C)=O>>[C:1]([S:3][CH2:36][CH:17]1[O:21][C:20]([CH2:29][CH2:30][C:31]([O:33][CH2:34][CH3:35])=[O:32])([CH2:22][CH2:23][C:24]([O:26][CH2:27][CH3:28])=[O:25])[S:19][CH2:18]1)(=[O:4])[CH3:2] |f:0.1|. Starting materials: C(C)(=S)[O-].[K+] (potassium thioacetate), CC1=CC=C(C=C1)S(=O)(=O)OC1CSC(O1)(CCC(=O)OCC)CCC(=O)OCC (Diethyl 5-[[(4-methylphenyl)sulfonyl]oxy]1,3-oxathiolane-2,2-dipropanoate), CC(=O)C (acetone). Starting materials: C(C)S(=O)(=O)CCC(=O)NNC(=O)N1C2=C(OC3=C(C1)C=C(C=C3)OC)C=CC(=C2)Cl (8-chloro-2-methoxydibenz-[b,f][1,4]oxazepine-10(11H)-carboxylic acid, 2-[3-(ethyl-sulfonyl)-1-oxopropyl]hydrazide), C(C)O (ethanol), ice water, B(Br)(Br)Br (boron tribromide). Solvent: C(Cl)Cl (methylene chloride). Run at time 3 hour. Product: C(C)S(=O)(=O)CCC(=O)NNC(=O)N1C2=C(OC3=C(C1)C=C(C=C3)O)C=CC(=C2)Cl (8-chloro-2-hydroxydibenz [b,f][1,4]oxazepine-10(11H)-carboxylic acid, 2-[3-(ethylsulfonyl)-1-oxopropyl]hydrazide). Yield: 45.4%. Reaction SMILES: [CH2:1]([S:3]([CH2:6][CH2:7][C:8]([NH:10][NH:11][C:12]([N:14]1[CH2:20][C:19]2[CH:21]=[C:22]([O:25]C)[CH:23]=[CH:24][C:18]=2[O:17][C:16]2[CH:27]=[CH:28][C:29]([Cl:31])=[CH:30][C:15]1=2)=[O:13])=[O:9])(=[O:5])=[O:4])[CH3:2].B(Br)(Br)Br.C(O)C>C(Cl)Cl>[CH2:1]([S:3]([CH2:6][CH2:7][C:8]([NH:10][NH:11][C:12]([N:14]1[CH2:20][C:19]2[CH:21]=[C:22]([OH:25])[CH:23]=[CH:24][C:18]=2[O:17][C:16]2[CH:27]=[CH:28][C:29]([Cl:31])=[CH:30][C:15]1=2)=[O:13])=[O:9])(=[O:4])=[O:5])[CH3:2]. Procedure details: To a stirred suspension of 8-chloro-2-methoxydibenz-[b,f][1,4]oxazepine-10(11H)-carboxylic acid, 2-[3-(ethyl-sulfonyl)-1-oxopropyl]hydrazide (1.00 g), prepared in the manner described above in Example 3, in methylene chloride (5 mL) at approximately 5° C. (ice water bath) under nitrogen was added dropwise boron tribromide (1.0M in 6.7 mL of methylene chloride). The ice bath was removed and the reaction stirred at room temperature for 3 hours. The reaction was carefully quenched by the addition o... Yields the product CC(O)(CCO)c1ccc(C(F)(F)F)cc1. RXN SMILES: [CH2:21]([Al+:22][CH2:23][CH:24]([CH3:25])[CH3:26])[CH:27]([CH3:28])[CH3:29].[Cl:36][CH2:37][Cl:38].[ClH:30].[H-:20].[O:31]1[CH2:32][CH2:33][CH2:34][CH2:35]1.[OH:1][C:2]([CH2:3][C:4](=[O:5])[O:6][CH2:7][CH3:8])([CH3:9])[c:10]1[cH:11][cH:12][c:13]([C:16]([F:17])([F:18])[F:19])[cH:14][cH:15]1>>[OH:1][C:2]([CH2:3][CH2:4][OH:5])([CH3:9])[c:10]1[cH:11][cH:12][c:13]([C:16]([F:17])([F:18])[F:19])[cH:14][cH:15]1. The reactants are CC(C)C[Al+]CC(C)C, ClCCl, Cl, [H-], C1CCOC1, CCOC(=O)CC(C)(O)c1ccc(C(F)(F)F)cc1.